Dataset: the Open Reaction Database (ORD), a public repository of structured organic reaction records. Task: describe an organic reaction: reactants, conditions, products, and yield The reactants are CCC(=O)NC1(c2ccc(Br)cc2)CC1, C1CCOC1, [Na+], O=C([O-])O. Product: CCCNC1(c2ccc(Br)cc2)CC1. RXN SMILES: [Br:1][c:2]1[cH:3][cH:4][c:5]([C:8]2([NH:11][C:12]([CH2:13][CH3:14])=[O:15])[CH2:9][CH2:10]2)[cH:6][cH:7]1.[CH2:21]1[O:22][CH2:23][CH2:24][CH2:25]1.[Na+:20].[O-:16][C:17]([OH:18])=[O:19]>>[Br:1][c:2]1[cH:3][cH:4][c:5]([C:8]2([NH:11][CH2:12][CH2:13][CH3:14])[CH2:9][CH2:10]2)[cH:6][cH:7]1. Reported procedure: 5 mmol of sodium 3-(1-triphenylmethyl-1H-imidazol-4-yl)propanolate and 5 mmol of 4-pentine chloride are treated as described in Example 5. Product: C(CCC#C)OCCCC=1N=CNC1 (3-(1H-Imidazol-4-yl)propyl 4-pentinyl ether). Starting materials: C1(=CC=CC=C1)C(N1C=NC(=C1)CCC[O-])(C1=CC=CC=C1)C1=CC=CC=C1.[Na+] (sodium 3-(1-triphenylmethyl-1H-imidazol-4-yl)propanolate), [Cl-].CCCC#C (4-pentine chloride). Reaction SMILES: C1(C(C2C=CC=CC=2)(C2C=CC=CC=2)[N:8]2[CH:12]=[C:11]([CH2:13][CH2:14][CH2:15][O-:16])[N:10]=[CH:9]2)C=CC=CC=1.[Na+].[Cl-].[CH3:31][CH2:32][CH2:33][C:34]#[CH:35]>>[CH2:35]([O:16][CH2:15][CH2:14][CH2:13][C:11]1[N:10]=[CH:9][NH:8][CH:12]=1)[CH2:34][CH2:33][C:32]#[CH:31] |f:0.1,2.3|. Solvent: C(C)#N (acetonitrile), C(C)#N (acetonitrile). Run at time 1 hour. Isolated yield 102.1%. The product is ClC1=CC=C(C(=O)NC(NC2=CC(=CC(=C2)F)Cl)=S)C=C1 (4-Chloro-N-((3-Chloro-5-Fluorophenyl)Carbamothioyl)Benzamide). As a reaction SMILES: [Cl:1][C:2]1[CH:10]=[CH:9][C:5]([C:6](Cl)=[O:7])=[CH:4][CH:3]=1.[S-:11][C:12]#[N:13].[K+].[Cl:15][C:16]1[CH:17]=[C:18]([CH:20]=[C:21]([F:23])[CH:22]=1)[NH2:19]>C(#N)C>[Cl:1][C:2]1[CH:10]=[CH:9][C:5]([C:6]([NH:13][C:12](=[S:11])[NH:19][C:18]2[CH:20]=[C:21]([F:23])[CH:22]=[C:16]([Cl:15])[CH:17]=2)=[O:7])=[CH:4][CH:3]=1 |f:1.2|. Reported procedure: 4-Chlorobenzoyl chloride (10.2 g, 58.5 mmol) was dissolved in acetonitrile (230 mL) and the reaction vessel containing this mixture was cooled in an ice/water bath. To this mixture was added potassium thiocyanate (6.25 g, 64.4 mol, 1.10 equiv). The cooling bath was removed from the reaction vessel after 15 minutes and the resulting reaction slurry was stirred at room temperature for approximately 1 hour. 3-Chloro-5-fluoroaniline (7.05 mL, 70.2 mol, 1.2 equiv) was added as a solution in acetonitr... Reactants: [S-]C#N.[K+] (potassium thiocyanate), ClC1=CC=C(C(=O)Cl)C=C1 (4-Chlorobenzoyl chloride), ClC=1C=C(N)C=C(C1)F (3-Chloro-5-fluoroaniline). The reactants are BrC1=C(C=C2C=C(NC2=C1)C(=O)N1CCS(CC1)(=O)=O)OC1CCN(CC1)C(C)C ([6-Bromo-5-(1-isopropyl-piperidin-4-yloxy)-1H-indol-2-yl]-(1,1-Dioxo-1λ6-thiomorpholin-4-yl)-methanone), FC(COS(=O)(=O)C(F)(F)F)(F)F (2,2,2-trifluoroethyltrifluoromethanesulfonate). The product is BrC1=C(C=C2C=C(N(C2=C1)CC(F)(F)F)C(=O)N1CCS(CC1)(=O)=O)OC1CCN(CC1)C(C)C ([6-Bromo-5-(1-isopropyl-piperidin-4-yloxy)-1-(2,2,2-trifluoro-ethyl)-1H-indol-2-yl]-(1,1-dioxo-1λ6-thiomorpholin-4-yl)-methanone). Reaction SMILES: [Br:1][C:2]1[CH:10]=[C:9]2[C:5]([CH:6]=[C:7]([C:11]([N:13]3[CH2:18][CH2:17][S:16](=[O:20])(=[O:19])[CH2:15][CH2:14]3)=[O:12])[NH:8]2)=[CH:4][C:3]=1[O:21][CH:22]1[CH2:27][CH2:26][N:25]([CH:28]([CH3:30])[CH3:29])[CH2:24][CH2:23]1.[F:31][C:32]([F:43])([F:42])[CH2:33]OS(C(F)(F)F)(=O)=O>>[Br:1][C:2]1[CH:10]=[C:9]2[C:5]([CH:6]=[C:7]([C:11]([N:13]3[CH2:18][CH2:17][S:16](=[O:20])(=[O:19])[CH2:15][CH2:14]3)=[O:12])[N:8]2[CH2:33][C:32]([F:43])([F:42])[F:31])=[CH:4][C:3]=1[O:21][CH:22]1[CH2:27][CH2:26][N:25]([CH:28]([CH3:30])[CH3:29])[CH2:24][CH2:23]1. Procedure: In analogy to the procedure described for the synthesis of example 1, step 1, the title compound was synthesized from [6-bromo-5-(1-isopropyl-piperidin-4-yloxy)-1H-indol-2-yl]-(1,1-dioxo-1λ6-thiomorpholin-4-yl)-methanone (Example 6, step 4) and 2,2,2-trifluoroethyltrifluoromethanesulfonate. The desired product was obtained in a yield of 15% as white solid. MS (m/e): 580.1 (M+H, 100%). Starting materials: CNC=1C=C(C=CC1[N+](=O)[O-])CC(=O)N (2-(3-methylamino-4-nitro-phenyl)-acetamide). The reagents and catalysts are [Pd] (Pd/C). Solvent: CO.CCOC(=O)C (MeOH EtOAc). Yields the product NC1=C(C=C(C=C1)CC(=O)N)NC (2-(4-Amino-3-methylamino-phenyl)-acetamide). The yield is 89.0%. RXN SMILES: [CH3:1][NH:2][C:3]1[CH:4]=[C:5]([CH2:12][C:13]([NH2:15])=[O:14])[CH:6]=[CH:7][C:8]=1[N+:9]([O-])=O>CO.CCOC(C)=O.[Pd]>[NH2:9][C:8]1[CH:7]=[CH:6][C:5]([CH2:12][C:13]([NH2:15])=[O:14])=[CH:4][C:3]=1[NH:2][CH3:1] |f:1.2|. Procedure details: 2-(4-Amino-3-methylamino-phenyl)-acetamide (554 mg) was prepared by following General Procedure B beginning with 2-(3-methylamino-4-nitro-phenyl)-acetamide (727.0 mg) and Pd/C (20% by weight, 140.0 mg) in MeOH:EtOAc (1:1, 10.0 mL). The crude product was used in the next step without further purification. Reactants: CCOC(=O)C(OS(C)(=O)=O)C1=CCCC1, O=C([O-])[O-], CN(C)C=O, [K+], [K+], O, COc1cc(OC)nc(S)n1. Product: CCOC(=O)C(Sc1nc(OC)cc(OC)n1)C1=CCCC1. As a reaction SMILES: [C:12]1([CH:17]([C:18](=[O:19])[O:20][CH2:21][CH3:22])[O:23][S:24]([CH3:25])(=[O:26])=[O:27])=[CH:13][CH2:14][CH2:15][CH2:16]1.[C:33](=[O:34])([O-:35])[O-:36].[CH3:28][N:29]([CH3:30])[CH:31]=[O:32].[K+:37].[K+:38].[OH2:39].[SH:1][c:2]1[n:3][c:4]([O:10][CH3:11])[cH:5][c:6]([O:8][CH3:9])[n:7]1>>[S:1]([c:2]1[n:3][c:4]([O:10][CH3:11])[cH:5][c:6]([O:8][CH3:9])[n:7]1)[CH:17]([C:12]1=[CH:13][CH2:14][CH2:15][CH2:16]1)[C:18](=[O:19])[O:20][CH2:21][CH3:22]. The reactants are OC1=CC(=C(C#N)C=C1OCCOC)[N+](=O)[O-] (4-hydroxy-5-(2-methoxyethoxy)-2-nitrobenzonitrile), CC(OCC)=O (EA), O (water), BrCCOCCOCCOCCBr (1-bromo-2-(2-(2-(2-bromoethoxy) ethoxy)ethoxy)ethane), C(=O)([O-])[O-].[K+].[K+] (K2CO3). Run in CN(C)C=O (DMF). Conditions: temperature 80 celsius. Product: O(CCOCCOC1=CC(=C(C#N)C=C1OCCOC)[N+](=O)[O-])CCOCCOC1=CC(=C(C#N)C=C1OCCOC)[N+](=O)[O-] (4,4′-((((oxybis(ethane-2,1-diyl))-bis(oxy))bis(ethane-2,1-diyl))-bis(oxy))bis-(5-(2-methoxyethoxy)-2-nitrobenzonitrile)). Reaction SMILES: [OH:1][C:2]1[C:9]([O:10][CH2:11][CH2:12][O:13][CH3:14])=[CH:8][C:5]([C:6]#[N:7])=[C:4]([N+:15]([O-:17])=[O:16])[CH:3]=1.Br[CH2:19][CH2:20][O:21][CH2:22][CH2:23][O:24][CH2:25][CH2:26][O:27][CH2:28][CH2:29]Br.[C:31]([O-:34])([O-])=O.[K+].[K+].[CH3:37][C:38](=O)[O:39][CH2:40][CH3:41].[OH2:43]>CN(C=O)C>[O:43]([CH2:19][CH2:20][O:21][CH2:22][CH2:23][O:24][C:25]1[C:26]([O:27][CH2:28][CH2:29][O:34][CH3:31])=[CH:8][C:5]([C:6]#[N:7])=[C:4]([N+:15]([O-:17])=[O:16])[CH:3]=1)[CH2:37][CH2:38][O:39][CH2:40][CH2:41][O:1][C:2]1[C:9]([O:10][CH2:11][CH2:12][O:13][CH3:14])=[CH:8][C:5]([C:6]#[N:7])=[C:4]([N+:15]([O-:17])=[O:16])[CH:3]=1 |f:2.3.4|. Procedure details: To a solution of 4-hydroxy-5-(2-methoxyethoxy)-2-nitrobenzonitrile. (0.25 g) in DMF (5 mL) was added 1-bromo-2-(2-(2-(2-bromoethoxy) ethoxy)ethoxy)ethane (0.15 g) and K2CO3 (0.3 g). The resulting mixture was heated at 80° C. overnight under N2 atmospheres. After reaction finished, the mixture was diluted with water (50 mL) and exacted with EA (3×50 mL). The combined organic layer was dried over Na2SO4, concentrated under reduced pressure, and purification by silica chromatography to give 0.3 g 4... Reactants: COc1cc(COc2nn(Cc3ccccc3)cc2C=O)ccc1OCc1nc(-c2ccco2)oc1C, CCOC(=O)CP(=O)(OCC)OCC, CN(C)C=O, [H-], [Na+], O. Product: CCOC(=O)C=Cc1cn(Cc2ccccc2)nc1OCc1ccc(OCc2nc(-c3ccco3)oc2C)c(OC)c1. As a reaction SMILES: [CH2:1]([c:2]1[cH:3][cH:4][cH:5][cH:6][cH:7]1)[n:8]1[n:9][c:10]([O:15][CH2:16][c:17]2[cH:18][c:19]([O:36][CH3:37])[c:20]([O:23][CH2:24][c:25]3[n:26][c:27](-[c:31]4[o:32][cH:33][cH:34][cH:35]4)[o:28][c:29]3[CH3:30])[cH:21][cH:22]2)[c:11]([CH:13]=[O:14])[cH:12]1.[CH2:38]([O:39][P:40]([O:41][CH2:42][CH3:43])(=[O:44])[CH2:46][C:47](=[O:48])[O:49][CH2:50][CH3:51])[CH3:45].[CH3:52][N:53]([CH3:54])[CH:55]=[O:56].[H-:57].[Na+:58].[OH2:59]>>[CH2:1]([c:2]1[cH:3][cH:4][cH:5][cH:6][cH:7]1)[n:8]1[n:9][c:10]([O:15][CH2:16][c:17]2[cH:18][c:19]([O:36][CH3:37])[c:20]([O:23][CH2:24][c:25]3[n:26][c:27](-[c:31]4[o:32][cH:33][cH:34][cH:35]4)[o:28][c:29]3[CH3:30])[cH:21][cH:22]2)[c:11]([CH:13]=[CH:46][C:47](=[O:48])[O:49][CH2:50][CH3:51])[cH:12]1.